Dataset: the Open Reaction Database (ORD), a public repository of structured organic reaction records. Task: describe an organic reaction: reactants, conditions, products, and yield Reactants: CSC1=NC=2C3=C(C=CC2C=N1)C(=NN3)C(=O)N (8-(Methylsulfanyl)-1H-pyrazolo[4,3-h]quinazoline-3-carboxamide), CS(=O)(=O)OC1CC2CCC(C1)N2C(=O)OCC(Cl)(Cl)Cl (2,2,2-trichloroethyl 3-[(methylsulfonyl)oxy]-8-azabicyclo[3.2.1]octane-8-carboxylate), C([O-])([O-])=O.[Cs+].[Cs+] (cesium carbonate), C(C)(=O)OCC (ethyl acetate). Run in CN(C)C=O (DMF), O (water). The product is C(N)(=O)C1=NN(C2=C1C=CC=1C=NC(=NC21)SC)C2CC1CCC(C2)N1C(=O)OCC(Cl)(Cl)Cl (2,2,2-trichloroethyl 3-[3-carbamoyl-8-(methylsulfanyl)-1H-pyrazolo[4,3-h]quinazolin-1-yl]-8-azabicyclo[3.2.1]octane-8-carboxylate). The yield is 69.5%. Reaction SMILES: [CH3:1][S:2][C:3]1[N:12]=[CH:11][C:10]2[CH:9]=[CH:8][C:7]3[C:13]([C:16]([NH2:18])=[O:17])=[N:14][NH:15][C:6]=3[C:5]=2[N:4]=1.CS(O[CH:24]1[CH2:30][CH:29]2[N:31]([C:32]([O:34][CH2:35][C:36]([Cl:39])([Cl:38])[Cl:37])=[O:33])[CH:26]([CH2:27][CH2:28]2)[CH2:25]1)(=O)=O.C(=O)([O-])[O-].[Cs+].[Cs+].C(OCC)(=O)C>CN(C=O)C.O>[C:16]([C:13]1[C:7]2[CH:8]=[CH:9][C:10]3[CH:11]=[N:12][C:3]([S:2][CH3:1])=[N:4][C:5]=3[C:6]=2[N:15]([CH:24]2[CH2:30][CH:29]3[N:31]([C:32]([O:34][CH2:35][C:36]([Cl:38])([Cl:39])[Cl:37])=[O:33])[CH:26]([CH2:27][CH2:28]3)[CH2:25]2)[N:14]=1)(=[O:17])[NH2:18] |f:2.3.4|. Procedure details: 8-(Methylsulfanyl)-1H-pyrazolo[4,3-h]quinazoline-3-carboxamide 50 mg (0.193 mmol) in DMF (8 ml), were reacted with 2,2,2-trichloroethyl 3-[(methylsulfonyl)oxy]-8-azabicyclo[3.2.1]octane-8-carboxylate 200 mg (0.52 mmol) and cesium carbonate 140 mg (0.43 mmol) at 90° C. for 4 hours. The mixture was cooled at r.t. and portioned between ethyl acetate and water. The organic phase was washed with brine, dried over Na2SO4 and evaporated. The crude was purified by column chromatography eluting with DCM/... The reactants are FC(OC1=C(C(=C(C=C1)C1=C2CCC(C2=CC=C1)=O)O)OC)F (4-(4-(difluoromethoxy)-2-hydroxy-3-methoxyphenyl)-2,3-dihydro-1H-inden-1-one), C([O-])([O-])=O.[K+].[K+] (potassium carbonate), C(C(C)C)Br (isobutyl bromide). Run in C(C)#N (acetonitrile). Conditions: temperature 80 celsius. Product: FC(OC1=C(C(=C(C=C1)C1=C2CCC(C2=CC=C1)=O)OCC(C)C)OC)F (4-(4-Difluoromethoxy-2-isobutoxy-3-methoxy-phenyl)-indan-1-one). Isolated yield 42.5%. Reaction SMILES: [F:1][CH:2]([F:23])[O:3][C:4]1[CH:9]=[CH:8][C:7]([C:10]2[CH:18]=[CH:17][CH:16]=[C:15]3[C:11]=2[CH2:12][CH2:13][C:14]3=[O:19])=[C:6]([OH:20])[C:5]=1[O:21][CH3:22].C(=O)([O-])[O-].[K+].[K+].[CH2:30](Br)[CH:31]([CH3:33])[CH3:32]>C(#N)C>[F:1][CH:2]([F:23])[O:3][C:4]1[CH:9]=[CH:8][C:7]([C:10]2[CH:18]=[CH:17][CH:16]=[C:15]3[C:11]=2[CH2:12][CH2:13][C:14]3=[O:19])=[C:6]([O:20][CH2:30][CH:31]([CH3:33])[CH3:32])[C:5]=1[O:21][CH3:22] |f:1.2.3|. Procedure details: To a stirring solution of 4-(4-(difluoromethoxy)-2-hydroxy-3-methoxyphenyl)-2,3-dihydro-1H-inden-1-one (80 mg, 0.25 mmol) in acetonitrile (10 mL) was added potassium carbonate (104 mg, 0.75 mmol) and isobutyl bromide (102 mg, 0.75 mmol) and the resultant reaction mixture was heated to 80° C. for 16 h. The reaction mixture was cooled to RT, filtered through celite and the filtrate was concentrated under reduced pressure. The residue was purified by column chromatography (silica gel, 0-20% ethyl a... Starting materials: ClC(Cl)Cl, [Ca+2], O=C(OO)c1cccc(Cl)c1, C=C1C(C)(C)CCC1(C)Cc1ccc(Cl)cc1, [OH-], [OH-]. Yields the product CC1(C)CCC(C)(Cc2ccc(Cl)cc2)C12CO2. Reaction SMILES: [CH:32]([Cl:33])([Cl:34])[Cl:35].[Ca+2:30].[Cl:18][c:19]1[cH:20][cH:21][cH:22][c:23]([C:24]([O:25][OH:27])=[O:26])[cH:28]1.[Cl:1][c:2]1[cH:3][cH:4][c:5]([CH2:6][C:7]2([CH3:15])[C:8](=[CH2:14])[C:9]([CH3:12])([CH3:13])[CH2:10][CH2:11]2)[cH:16][cH:17]1.[OH-:29].[OH-:31]>>[Cl:1][c:2]1[cH:3][cH:4][c:5]([CH2:6][C:7]2([CH3:15])[C:8]3([C:9]([CH3:12])([CH3:13])[CH2:10][CH2:11]2)[CH2:14][O:26]3)[cH:16][cH:17]1. Starting materials: N1CCC(CC1)N1C(NC2=CC=CC=C2C1)=O (3-piperidin-4-yl-3,4-dihydro-1H-quinazolin-2-one), COC(C(CC=1C=NC(=NC1)OC)N)=O (2-Amino-3-(2-methoxy-pyrimidin-5-yl)-propionic acid methyl ester), C(C)(C)N(CC)C(C)C (diisopropylethylamine), C1CC(=O)N(C1=O)OC(=O)ON2C(=O)CCC2=O (N,N′-disuccinimidyl carbonate). Run in C(Cl)Cl (methylene chloride), C(Cl)Cl (methylene chloride). Conditions: time 30 minute. The product is COC(C(CC=1C=NC(=NC1)OC)NC(=O)N1CCC(CC1)N1C(NC2=CC=CC=C2C1)=O)=O ((±)-3-(2-Methoxy-pyrimidin-5-yl)-2-{[4-(2-oxo-1,4-dihydro-2H-quinazolin-3-yl)-piperidine-1-carbonyl]-amino}-propionic acid methyl ester). Reaction SMILES: [CH3:1][O:2][C:3](=[O:15])[CH:4]([NH2:14])[CH2:5][C:6]1[CH:7]=[N:8][C:9]([O:12][CH3:13])=[N:10][CH:11]=1.C(N(C(C)C)CC)(C)C.C1C(=O)N(OC(ON2C(=O)CCC2=O)=O)[C:27](=[O:28])C1.[NH:43]1[CH2:48][CH2:47][CH:46]([N:49]2[CH2:58][C:57]3[C:52](=[CH:53][CH:54]=[CH:55][CH:56]=3)[NH:51][C:50]2=[O:59])[CH2:45][CH2:44]1>C(Cl)Cl>[CH3:1][O:2][C:3](=[O:15])[CH:4]([NH:14][C:27]([N:43]1[CH2:44][CH2:45][CH:46]([N:49]2[CH2:58][C:57]3[C:52](=[CH:53][CH:54]=[CH:55][CH:56]=3)[NH:51][C:50]2=[O:59])[CH2:47][CH2:48]1)=[O:28])[CH2:5][C:6]1[CH:7]=[N:8][C:9]([O:12][CH3:13])=[N:10][CH:11]=1. Reported procedure: To a solution of 2-Amino-3-(2-methoxy-pyrimidin-5-yl)-propionic acid methyl ester (125 mg) and diisopropylethylamine (0.3 mL) in methylene chloride (2 mL, 0° C.) was added N,N′-disuccinimidyl carbonate (155 mg). After 30 min, 3-piperidin-4-yl-3,4-dihydro-1H-quinazolin-2-one (120 mg) in methylene chloride (2 mL) was added via canula. The reaction was warmed to room temperature and stirred overnight. The reaction was concentrated and purified by prep HPLC to give 99 mg (36%). Mass spec.: 469.10 (M... Reaction SMILES: [Br:1][C:2]1[CH:3]=[C:4](/[CH:8]=[CH:9]/[CH2:10][CH:11]([OH:13])[CH3:12])[CH:5]=[N:6][CH:7]=1.[C:14]1([CH3:24])[CH:19]=[CH:18][C:17]([S:20](Cl)(=[O:22])=[O:21])=[CH:16][CH:15]=1>N1C=CC=CC=1>[C:14]1([CH3:24])[CH:19]=[CH:18][C:17]([S:20]([O:13][CH:11]([CH2:10]/[CH:9]=[CH:8]/[C:4]2[CH:5]=[N:6][CH:7]=[C:2]([Br:1])[CH:3]=2)[CH3:12])(=[O:22])=[O:21])=[CH:16][CH:15]=1. Run at time 24 hour. Yields the product C1(=CC=C(C=C1)S(=O)(=O)OC(C)C\C=C\C=1C=NC=C(C1)Br)C ((4E)-5-(5-bromo-3-pyridyl)-4-penten-2-ol p-toluenesulfonate). Solvent: N1=CC=CC=C1 (pyridine). Procedure details: To a stirring solution of (4E)-5-(5-bromo-3-pyridyl)-4-penten-2-ol (3.14 g, 13.0 mmol) in dry pyridine (30 mL) at 0° C. was added p-toluenesulfonyl chloride (3.71 g, 19.5 mmol). The reaction mixture was stirred for 24 h at ambient temperature. The pyridine was removed by rotary evaporation. Toluene (50 mL) was added to the residue and subsequently removed by rotary evaporation. The crude product was stirred with a saturated solution of sodium bicarbonate (100 mL) and extracted with chloroform (3... Starting materials: BrC=1C=C(C=NC1)/C=C/CC(C)O ((4E)-5-(5-bromo-3-pyridyl)-4-penten-2-ol), C1(=CC=C(C=C1)S(=O)(=O)Cl)C (p-toluenesulfonyl chloride).